describe an organic reaction: reactants, conditions, products, and yield From a dataset of the Open Reaction Database (ORD), a public repository of structured organic reaction records. Reactants: CC(=O)OC(C)(C)C, CCOC(=O)CC(CC#N)O[Si](c1ccccc1)(c1ccccc1)C(C)(C)C, [Li]CCCC, C1CCOC1, CO, CCCCCC, O. The product is CC(C)(C)OC(=O)CC(=O)CC(CC#N)O[Si](c1ccccc1)(c1ccccc1)C(C)(C)C. RXN SMILES: [C:12]([CH3:13])(=[O:14])[O:15][C:16]([CH3:17])([CH3:18])[CH3:19].[C:20](#[N:21])[CH2:22][CH:23]([CH2:24][C:25](=[O:26])[O:27][CH2:28][CH3:29])[O:30][Si:31]([c:32]1[cH:33][cH:34][cH:35][cH:36][cH:37]1)([c:38]1[cH:39][cH:40][cH:41][cH:42][cH:43]1)[C:44]([CH3:45])([CH3:46])[CH3:47].[CH2:1]([Li:2])[CH2:3][CH2:4][CH3:5].[CH2:48]1[O:49][CH2:50][CH2:51][CH2:52]1.[CH3:54][OH:55].[CH3:6][CH2:7][CH2:8][CH2:9][CH2:10][CH3:11].[OH2:53]>>[C:12]([CH2:13][C:25]([CH2:24][CH:23]([CH2:22][C:20]#[N:21])[O:30][Si:31]([c:32]1[cH:33][cH:34][cH:35][cH:36][cH:37]1)([c:38]1[cH:39][cH:40][cH:41][cH:42][cH:43]1)[C:44]([CH3:45])([CH3:46])[CH3:47])=[O:26])(=[O:14])[O:15][C:16]([CH3:17])([CH3:18])[CH3:19]. The reactants are ice, ClC1=CC(=C(C=N1)NC(OC(C)(C)C)=O)C=O (tert-butyl 6-chloro-4-formylpyridin-3-ylcarbamate), O1CCCC1 (tetrahydrofuran), C[Mg]I (methylmagnesium iodide). The solvent is CCOCC (ether). Reaction conditions: temperature 0 celsius, time 1 hour. Yields the product ClC1=CC(=C(C=N1)NC(OC(C)(C)C)=O)C(C)O (tert-butyl 6-chloro-4-(1-hydroxyethyl)pyridin-3-ylcarbamate). The yield is 81.1%. As a reaction SMILES: [Cl:1][C:2]1[N:7]=[CH:6][C:5]([NH:8][C:9](=[O:15])[O:10][C:11]([CH3:14])([CH3:13])[CH3:12])=[C:4]([CH:16]=[O:17])[CH:3]=1.O1CCC[CH2:19]1.C[Mg]I>CCOCC>[Cl:1][C:2]1[N:7]=[CH:6][C:5]([NH:8][C:9](=[O:15])[O:10][C:11]([CH3:12])([CH3:13])[CH3:14])=[C:4]([CH:16]([OH:17])[CH3:19])[CH:3]=1. Procedure: To an ice-cooled solution of tert-butyl 6-chloro-4-formylpyridin-3-ylcarbamate (1.0091 g, 3.9313 mmol) in tetrahydrofuran (20 mL, 200 mmol) in an oven-dried flask was added 3.0 M of methylmagnesium iodide in ether (3.4 mL). The reaction mixture was stirred at 0° C. for one hour and then quenched with 10 mL saturated aqueous NH4Cl. The resulting mixture was partitioned between ethyl acetate and saturated aqueous NaHCO3, and the organic layer was dried with brine and MgSO4 and evaporated in vacuo.... As a reaction SMILES: [Cl:1][C:2]1[CH:7]=[CH:6][C:5]([NH:8][C:9](=[O:22])[C:10]2[CH:15]=[CH:14][C:13]([CH2:16][S:17]([CH3:20])(=[O:19])=[O:18])=[C:12]([OH:21])[CH:11]=2)=[CH:4][C:3]=1[C:23]1[CH:28]=[CH:27][CH:26]=[CH:25][N:24]=1.I[CH3:30]>>[Cl:1][C:2]1[CH:7]=[CH:6][C:5]([NH:8][C:9](=[O:22])[C:10]2[CH:15]=[CH:14][C:13]([CH2:16][S:17]([CH3:20])(=[O:19])=[O:18])=[C:12]([O:21][CH3:30])[CH:11]=2)=[CH:4][C:3]=1[C:23]1[CH:28]=[CH:27][CH:26]=[CH:25][N:24]=1. The product is ClC1=C(C=C(C=C1)NC(C1=CC(=C(C=C1)CS(=O)(=O)C)OC)=O)C1=NC=CC=C1 (N-(4-chloro-3-(pyridin-2-yl)phenyl)-3-methoxy-4-(methylsulfonylmethyl)benzamide). Procedure: N-(4-Chloro-3-(pyridin-2-yl)phenyl)-3-hydroxy-4-(methylsulfonylmethyl)benzamide (50 mg, 0.12 mmol) was treated with iodomethane (7.5 μl, 0.12 mmol) via procedure U to yield 12 mg of N-(4-chloro-3-(pyridin-2-yl)phenyl)-3-methoxy-4-(methylsulfonylmethyl)benzamide. MS (Q1) 431 (M)+. Starting materials: ClC1=C(C=C(C=C1)NC(C1=CC(=C(C=C1)CS(=O)(=O)C)O)=O)C1=NC=CC=C1 (N-(4-Chloro-3-(pyridin-2-yl)phenyl)-3-hydroxy-4-(methylsulfonylmethyl)benzamide), IC (iodomethane). Isolated yield 23.2%. Starting materials: Cl (hydrochloric acid), [Cl-].[Al+3].[Cl-].[Cl-] (Aluminum chloride), [N+](=O)([O-])C1=CC=C(C(=O)Cl)C=C1 (4-nitrobenzoyl chloride), FC1=CC=CC=C1 (4-fluorobenzene). The solvent is C(=S)=S (carbon disulfide), O (water). Reaction conditions: time 1 hour. Yields the product FC1=CC=C(C(=O)C2=CC=C(C=C2)[N+](=O)[O-])C=C1 (4-(4-fluorobenzoyl)-nitrobenzene). Yield: 28.9%. As a reaction SMILES: [Cl-].[Al+3].[Cl-].[Cl-].[N+:5]([C:8]1[CH:16]=[CH:15][C:11]([C:12](Cl)=[O:13])=[CH:10][CH:9]=1)([O-:7])=[O:6].[F:17][C:18]1[CH:23]=[CH:22][CH:21]=[CH:20][CH:19]=1.Cl>C(=S)=S.O>[F:17][C:18]1[CH:23]=[CH:22][C:21]([C:12]([C:11]2[CH:15]=[CH:16][C:8]([N+:5]([O-:7])=[O:6])=[CH:9][CH:10]=2)=[O:13])=[CH:20][CH:19]=1 |f:0.1.2.3|. Procedure details: Aluminum chloride (26.0 g, 195 mmol) was added in portions to a solution of 4-nitrobenzoyl chloride (27.8 g, 150 mL) and 4-fluorobenzene (15.8 g, 165 mmol) in carbon disulfide (100 mL). After 1 hour, the resulting yellow mixture was carefully treated with concentrated hydrochloric acid (60 mL) and stirred for 30 minutes. The mixture was then diluted with water and extracted with ethyl acetate. The organic layer was washed with dilute sodium hydroxide solution, water and brine, dried (MgSO4), and... The reactants are [Al+3], C1CCOC1, COc1ccc(CN2CC(=O)NC3CCCCC32)c(OC)c1, [H-], [H-], [H-], [H-], [Li+]. The product is COc1ccc(CN2CCNC3CCCCC32)c(OC)c1. Reaction SMILES: [Al+3:2].[CH2:29]1[O:30][CH2:31][CH2:32][CH2:33]1.[CH3:7][O:8][c:9]1[c:10]([CH2:11][N:12]2[CH2:13][C:14](=[O:22])[NH:15][CH:16]3[CH2:17][CH2:18][CH2:19][CH2:20][CH:21]23)[cH:23][cH:24][c:25]([O:27][CH3:28])[cH:26]1.[H-:1].[H-:4].[H-:5].[H-:6].[Li+:3]>>[CH3:7][O:8][c:9]1[c:10]([CH2:11][N:12]2[CH2:13][CH2:14][NH:15][CH:16]3[CH2:17][CH2:18][CH2:19][CH2:20][CH:21]23)[cH:23][cH:24][c:25]([O:27][CH3:28])[cH:26]1. Reactants: C(CCC)[Sn](CCCC)(CCCC)Cl (Tri-n-butylstannyl chloride), [Cl-].[NH4+] (ammonium chloride), C[Si](C)(C)[N-][Si](C)(C)C.[Li+].C1CCOC1 (lithiumbis(trimethylsilyl)amide THF), C(C)(=O)C=1N=C(N2C1SC=C2)C (7-acetyl-5-methylimidazo[5,1-b]thiazole), C(CCC)[Li].CCCCCC (n-butyllithium n-hexane). Run in C1CCOC1 (THF). Conditions: time 50 minute. The product is C(C)(=O)C=1N=C(N2C1SC(=C2)[Sn](CCCC)(CCCC)CCCC)C (7-Acetyl-5-methyl-2-(tri-n-butylstannyl)imidazo[5,1-b]thiazole). As a reaction SMILES: C[Si]([N-][Si](C)(C)C)(C)C.[Li+].C1COCC1.[C:16]([C:19]1[N:20]=[C:21]([CH3:27])[N:22]2[CH:26]=[CH:25][S:24][C:23]=12)(=[O:18])[CH3:17].C([Li])CCC.CCCCCC.[CH2:39]([Sn:43](Cl)([CH2:48][CH2:49][CH2:50][CH3:51])[CH2:44][CH2:45][CH2:46][CH3:47])[CH2:40][CH2:41][CH3:42].[Cl-].[NH4+]>C1COCC1>[C:16]([C:19]1[N:20]=[C:21]([CH3:27])[N:22]2[CH:26]=[C:25]([Sn:43]([CH2:44][CH2:45][CH2:46][CH3:47])([CH2:48][CH2:49][CH2:50][CH3:51])[CH2:39][CH2:40][CH2:41][CH3:42])[S:24][C:23]=12)(=[O:18])[CH3:17] |f:0.1.2,4.5,7.8|. Procedure details: A 1.0 N lithiumbis(trimethylsilyl)amide/THF solution (3.75 ml) was added dropwise to a solution of 613 mg of 7-acetyl-5-methylimidazo[5,1-b]thiazole in 34 ml of THF in an argon atmosphere at −73° C. The mixture was stirred at the same temperature for 50 min. A 1.59 N n-butyllithium/n-hexane solution (4.71 ml) was added dropwise thereto. The mixture was stirred at the same temperature for 50 min. Tri-n-butylstannyl chloride (1.16 ml) was added dropwise thereto. The mixture was further stirred at ... Starting materials: C(#N)C1CCN(CC1)CCOC1=CC=C(C=C1)OC (4-Cyano-1-(2-(4-methoxyphenoxy)ethyl)piperidine), COC1=CC=C(OCCN2CCC(C(=O)N)CC2)C=C1 (1-(2-(4-methoxyphenoxy)ethyl)isonipecotamide), C(Cl)(Cl)Cl (CHCl3). Conditions: temperature 25 celsius, time 1 hour. Yields the product Cl.Cl.OC1=CC=C(OCCN2CCC(CC2)CC2=NC=CC=C2)C=C1 (1-(2-(4-Hydroxyphenoxy)ethyl)-4-(2-picolyl)piperidine dihydrochloride). As a reaction SMILES: [C:1]([CH:3]1[CH2:8][CH2:7][N:6]([CH2:9][CH2:10][O:11][C:12]2[CH:17]=[CH:16][C:15]([O:18]C)=[CH:14][CH:13]=2)[CH2:5][CH2:4]1)#N.COC1C=CC(OCC[N:29]2[CH2:37][CH2:36][CH:32](C(N)=O)[CH2:31][CH2:30]2)=CC=1.C(Cl)(Cl)[Cl:41]>>[ClH:41].[ClH:41].[OH:18][C:15]1[CH:14]=[CH:13][C:12]([O:11][CH2:10][CH2:9][N:6]2[CH2:5][CH2:4][CH:3]([CH2:1][C:30]3[CH:31]=[CH:32][CH:36]=[CH:37][N:29]=3)[CH2:8][CH2:7]2)=[CH:17][CH:16]=1 |f:3.4.5|. Reported procedure: 4-Cyano-1-(2-(4-methoxyphenoxy)ethyl)piperidine. To a stirred suspension of 1-(2-(4-methoxyphenoxy)ethyl)isonipecotamide (10.0 g, 35.9 mmol) in CHCl3 (80 mL) neat SOCl2 (30 mL) was added drop wise over 5 min. The resulting suspension was heated at reflux with stirring under N2 for 1 h. The reaction was allowed to cool to 25° C. and the volatile portion was removed to give a yellow syrup. The syrup was partitioned between CHCl3 and H2O (200 mL) each. The stirred yellow mixture was made basic by t... Starting materials: BrC1=CC=C(C=C1)C1(N2C(C3=CC=CC=C13)=NC=C2)CNC(OC(C)(C)C)=O (tert-butyl {[5-(4-bromophenyl)-5H-imidazo[2,1-a]isoindol-5-yl]methyl}carbamate), Cl (HCl), Cl (HCl). The solvent is O1CCOCC1 (dioxane). Reaction conditions: time 1.5 hour. Product: [Cl-].NCC1(N2C(C3=CC=CC=C13)=[NH+]C=C2)C2=CC=C(C=C2)Br (5-(aminomethyl)-5-(4-bromophenyl)-5H-imidazo[2,1-a]isoindol-1-ium Chloride). As a reaction SMILES: [Br:1][C:2]1[CH:7]=[CH:6][C:5]([C:8]2([CH2:20][NH:21]C(=O)OC(C)(C)C)[C:16]3[C:11](=[CH:12][CH:13]=[CH:14][CH:15]=3)[C:10]3=[N:17][CH:18]=[CH:19][N:9]23)=[CH:4][CH:3]=1.[ClH:29]>O1CCOCC1>[Cl-:29].[NH2:21][CH2:20][C:8]1([C:5]2[CH:6]=[CH:7][C:2]([Br:1])=[CH:3][CH:4]=2)[C:16]2[C:11](=[CH:12][CH:13]=[CH:14][CH:15]=2)[C:10]2=[NH+:17][CH:18]=[CH:19][N:9]12 |f:3.4|. Procedure details: To a solution of tert-butyl {[5-(4-bromophenyl)-5H-imidazo[2,1-a]isoindol-5-yl]methyl}carbamate (575 mg) in dioxane (2 mL) was added a HCl solution (3.265 mL, 4 M in dioxane) and stirred at room temperature for 1.5 h. After this time 1.5 mL more HCl solution was added and stirring continued for another 3 h. The reaction mixture was then concentrated (azeotroped once from toluene) and dried under vacuum to give title compound as a white solid. Mass. found (M+H)+, 342.0.